Dataset: the Open Reaction Database (ORD), a public repository of structured organic reaction records. Task: describe an organic reaction: reactants, conditions, products, and yield Reactants: O=C([O-])[O-], COC(=O)OC, CO, [K+], [K+], OCCN1CCOCC1. The product is COC(=O)O, OCCN1CCOCC1. As a reaction SMILES: [C:16](=[O:17])([O-:18])[O-:19].[CH3:10][O:11][C:12](=[O:13])[O:14][CH3:15].[CH3:22][OH:23].[K+:20].[K+:21].[OH:1][CH2:2][CH2:3][N:4]1[CH2:5][CH2:6][O:7][CH2:8][CH2:9]1>>[CH3:10][O:11][C:12](=[O:13])[OH:14].[OH:1][CH2:2][CH2:3][N:4]1[CH2:5][CH2:6][O:7][CH2:8][CH2:9]1. Starting materials: SC1=CC=NC=C1 (4-mercaptopyridine), C(C)(C)I (isopropyl iodide). The solvent is C(C)O (ethanol). Yields the product C(C)(C)SC1=CC=NC=C1 (4-Isopropylthiopyridine). RXN SMILES: [SH:1][C:2]1[CH:7]=[CH:6][N:5]=[CH:4][CH:3]=1.[CH:8](I)([CH3:10])[CH3:9]>C(O)C>[CH:8]([S:1][C:2]1[CH:7]=[CH:6][N:5]=[CH:4][CH:3]=1)([CH3:10])[CH3:9]. Reported procedure: A mixture of 4-mercaptopyridine (555 mg, 5 mmoles) and isopropyl iodide (0.50 ml) in ethanol (5 ml) was heated under reflux for 4 hours and then evaporated under reduced pressure. The residue was dissolved in a small amount of water, made alkaline with aqueous sodium hydroxide and extracted with ethyl acetate. The extract was washed with a small amount of water, dried and evaporated under reduced pressure to give the product as an oil. Yield, 670 mg (88%). Starting materials: CC(C)CCN, N#Cc1ccc(Cl)c([N+](=O)[O-])c1, CN(C)C=O. The product is CC(C)CCNc1ccc(C#N)cc1[N+](=O)[O-]. RXN SMILES: [CH2:13]([CH2:14][CH:15]([CH3:16])[CH3:17])[NH2:18].[Cl:1][c:2]1[c:3]([N+:10](=[O:11])[O-:12])[cH:4][c:5]([C:6]#[N:7])[cH:8][cH:9]1.[O:19]=[CH:20][N:21]([CH3:22])[CH3:23]>>[c:2]1([NH:18][CH2:13][CH2:14][CH:15]([CH3:16])[CH3:17])[c:3]([N+:10](=[O:11])[O-:12])[cH:4][c:5]([C:6]#[N:7])[cH:8][cH:9]1. Product: OC1=C(C(=O)O)C=C(C=C1)C(C=CC1=CC=C(C=C1)S(=O)(=O)NC1=NC=CC=C1)=O (2- Hydroxy-5-[1-oxo-3-[4-[(2-pyridinylamino)sulfonyl]phenyl]-2-propenyl]benzoic acid). Reactants: C(=O)C1=CC=C(C=C1)S(=O)(=O)NC1=NC=CC=C1 (4-Formyl-N-(2-pyridinyl)benzenesulfonamide), C(C)(=O)C=1C=CC(=C(C(=O)O)C1)O (5-acetyl-2-hydroxybenzoic acid). Procedure: 4-Formyl-N-(2-pyridinyl)benzenesulfonamide (5.7 g, 0.022 mol), 5-acetyl-2-hydroxybenzoic acid (6.64 g, 0.044 mol) in 5M sodium hydroxide (20 ml) were stirred for 3 days at room temperature. The solution was diluted with water (100 ml) and acetic acid added dropwise in excess. The precipitate was collected by filtration and washed with water. After drying, the material was recrystallized from acetic acid and dried at 120° C. in vacuo. Yield 6.4 g, 66%. Run in [OH-].[Na+] (sodium hydroxide), O (water), C(C)(=O)O (acetic acid). Reaction SMILES: [CH:1]([C:3]1[CH:8]=[CH:7][C:6]([S:9]([NH:12][C:13]2[CH:18]=[CH:17][CH:16]=[CH:15][N:14]=2)(=[O:11])=[O:10])=[CH:5][CH:4]=1)=O.[C:19]([C:22]1[CH:23]=[CH:24][C:25]([OH:31])=[C:26]([CH:30]=1)[C:27]([OH:29])=[O:28])(=[O:21])[CH3:20]>[OH-].[Na+].O.C(O)(=O)C>[OH:31][C:25]1[CH:24]=[CH:23][C:22]([C:19](=[O:21])[CH:20]=[CH:1][C:3]2[CH:8]=[CH:7][C:6]([S:9]([NH:12][C:13]3[CH:18]=[CH:17][CH:16]=[CH:15][N:14]=3)(=[O:11])=[O:10])=[CH:5][CH:4]=2)=[CH:30][C:26]=1[C:27]([OH:29])=[O:28] |f:2.3|. Reactants: OC1=C(C(=O)NC)C=CC(=C1CC=C)O (2,4-Dihydroxy-N-methyl-3-(2-propenyl)benzamide). The reagents and catalysts are [Pd] (Pd/C). Run in C(C)O (ethanol). Run at time 2 hour. Product: OC1=C(C(=O)NC)C=CC(=C1CCC)O (2,4-Dihydroxy-N-methyl-3-propylbenzamide). Reaction SMILES: [OH:1][C:2]1[C:11]([CH2:12][CH:13]=[CH2:14])=[C:10]([OH:15])[CH:9]=[CH:8][C:3]=1[C:4]([NH:6][CH3:7])=[O:5]>C(O)C.[Pd]>[OH:1][C:2]1[C:11]([CH2:12][CH2:13][CH3:14])=[C:10]([OH:15])[CH:9]=[CH:8][C:3]=1[C:4]([NH:6][CH3:7])=[O:5]. Procedure details: The compound of Example 6 (1.0 g) was dissolved in 30 ml of ethanol and hydrogenated at room temperature and 5 psi for 2 hours and 25 minutes using 200 mg of 4% Pd/C as catalyst. The solvent was removed under vacuum to give the product as a white solid. Reactants: sulfate salt, C[C@@]1(CO[C@@H]([C@@H]([C@H]1NC)O)O[C@H]2[C@@H](C[C@@H]([C@H]([C@@H]2O)O[C@@H]3[C@@H]([C@H]([C@@H]([C@H](O3)CN)O)O)O)N)N)O (gentamicin B), CC(C1C(C(C(C(O1)OC2C(CC(C(C2O)OC3C(C(C(CO3)(C)O)NC)O)N)N)O)O)O)N (gentamicin B1), C[C@@]1(CO[C@@H]([C@@H]([C@H]1NC)O)O[C@H]2[C@@H](C[C@@H]([C@H]([C@@H]2O)O[C@@H]3[C@@H]([C@H]([C@@H]([C@H](O3)CO)O)O)N)N)N)O (gentamicin X), product, sulfate salts, CN[C@H]1[C@@H](CO[C@@H](C1O)OC2[C@@H](CC([C@H]([C@@H]2O)O[C@@H]3C([C@H]([C@@H](C(O3)CO)O)O)NO)N)N)O (gentamicin A), B1. Product: CNC1C(COC(C1O)OC2C(CC(C(C2O)OC3C(C(C(C(O3)CO)O)O)N)N)N)O (Gentamicin A Sulfate). RXN SMILES: C[C@@]1(O)[C@H](NC)[C@@H](O)[C@@H](O[C@@H]2[C@@H](O)[C@H](O[C@H]3O[C@H](CN)[C@@H](O)[C@H](O)[C@H]3O)[C@@H](N)C[C@H]2N)OC1.CC(N)C1OC(OC2C(O)C(OC3OCC(O)(C)C(NC)C3O)C(N)CC2N)C(O)C(O)C1O.C[C@@:69]1([OH:100])[C@H:74]([NH:75][CH3:76])[C@@H:73]([OH:77])[C@@H:72]([O:78][C@@H:79]2[C@@H:84]([OH:85])[C@H:83]([O:86][C@H:87]3[O:92][C@H:91]([CH2:93][OH:94])[C@@H:90]([OH:95])[C@H:89]([OH:96])[C@H:88]3[NH2:97])[C@@H:82]([NH2:98])[CH2:81][C@H:80]2[NH2:99])[O:71][CH2:70]1.CN[C@@H]1C(O)[C@@H](OC2[C@@H](O)[C@H](O[C@H]3OC(CO)[C@@H](O)[C@H](O)C3NO)C(N)C[C@H]2N)OC[C@H]1O>>[CH3:76][NH:75][CH:74]1[CH:73]([OH:77])[CH:72]([O:78][CH:79]2[CH:84]([OH:85])[CH:83]([O:86][CH:87]3[O:92][CH:91]([CH2:93][OH:94])[CH:90]([OH:95])[CH:89]([OH:96])[CH:88]3[NH2:97])[CH:82]([NH2:98])[CH2:81][CH:80]2[NH2:99])[O:71][CH2:70][CH:69]1[OH:100]. Reported procedure: In like manner, the sulfate salt of gentamicin B, gentamicin B1 and gentamicin X may be prepared. In order to prepare sulfate salts of a mixture of gentamicin A, B, B1 and X, the lyophilized or spray dried product of Example 2 is treated as described in this example. As a reaction SMILES: NCc1ccc(Cl)cc1.O=C(O)c1cccc(-c2ccccc2)c1.[B-](F)(F)(F)F.CN(C)C(=[N+](C)C)ON1C(=O)CCC1=O.CCN(C(C)C)C(C)C.CN(C)C=O>>O=C(NCc1ccc(Cl)cc1)c1cccc(-c2ccccc2)c1. Run in CN(C)C=O (DMF), CN(C)C=O (DMF), CN(C)C=O (DMF), CN(C)C=O (DMF), CN(C)C=O (DMF), CN(C)C=O (DMF). Yield: 51.1%. Reaction conditions: temperature 25 celsius, time 2 hour. Product: O=C(NCc1ccc(Cl)cc1)c1cccc(-c2ccccc2)c1. Starting materials: O=C(O)c1cccc(-c2ccccc2)c1, NCc1ccc(Cl)cc1. Reagents/catalysts: [B-](F)(F)(F)F.CN(C)C(=[N+](C)C)ON1C(=O)CCC1=O (TSTU), CCN(C(C)C)C(C)C (DIPEA). Starting materials: O1C=C[C@@H](O)[C@@H](O)[C@H]1CO (galactal), C(C1=CC=CC=C1)(=O)OC=C (vinyl benzoate). The solvent is O (H2O). Yields the product C(C1=CC=CC=C1)(=O)OC[C@@H]1[C@@H]([C@@H](C=CO1)O)O (6-O-benzoylgalactal). As a reaction SMILES: [O:1]1[C@H:8]([CH2:9][OH:10])[C@H:6]([OH:7])[C@H:4]([OH:5])[CH:3]=[CH:2]1.[C:11](OC=C)(=[O:18])[C:12]1[CH:17]=[CH:16][CH:15]=[CH:14][CH:13]=1>O>[C:11]([O:10][CH2:9][C@H:8]1[O:1][CH:2]=[CH:3][C@@H:4]([OH:5])[C@H:6]1[OH:7])(=[O:18])[C:12]1[CH:17]=[CH:16][CH:15]=[CH:14][CH:13]=1. Reported procedure: 1.0 g (6.85 mmol) of galactal is taken up in 0.5-1.5 ml of H2O, 8 g of crushed molecular sieves are added, and the mixture is stirred with 1 g of Candida lipase AY-20 (Meito, Sangyo) or 1 g of lipase P (Amano) in 10-15 ml of vinyl benzoate at room temperature for 8-10 h. Filtering off the enzyme, concentration of the solution in vacuo, taking up the residue in ethyl acetate and extracting it with aqueous NaHCO3 solution, and subsequent chromatography on silica gel (ethyl acetate/hexane 1:1) resu...